From a dataset of the Open Reaction Database (ORD), a public repository of structured organic reaction records. describe an organic reaction: reactants, conditions, products, and yield Reactants: [N+](=O)([O-])C=1C=C(C(=O)Cl)C=CC1 (3-Nitrobenzoyl chloride), C(C1=CC=CC=C1)OC([C@H](N)C)=O (D-alanine benzyl ester), [Sn](Cl)(Cl)(Cl)Cl (tin chloride). Product: C(C1=CC=CC=C1)OC([C@H](C)C1=CC(=CC=C1)N)=O ((R)-2-(3-amino-phenyl)-propionic acid benzyl ester). As a reaction SMILES: [N+:1]([C:4]1[CH:5]=[C:6]([CH:10]=[CH:11][CH:12]=1)C(Cl)=O)([O-])=O.[CH2:13]([O:20][C:21](=[O:25])[C@@H:22]([CH3:24])N)[C:14]1[CH:19]=[CH:18][CH:17]=[CH:16][CH:15]=1.[Sn](Cl)(Cl)(Cl)Cl>>[CH2:13]([O:20][C:21](=[O:25])[C@@H:22]([C:11]1[CH:10]=[CH:6][CH:5]=[C:4]([NH2:1])[CH:12]=1)[CH3:24])[C:14]1[CH:19]=[CH:18][CH:17]=[CH:16][CH:15]=1. Reported procedure: 3-Nitrobenzoyl chloride was reacted with D-alanine benzyl ester, then reduced with tin chloride to produce (R)-2-(3-amino-phenyl)-propionic acid benzyl ester. This was reacted with 5-(2-adamantan-1-yl-ethyl)-2-cyclohexyl-1H-imidazole-4-carboxylic acid (Example 252) according to the procedure of Example 20, step d. The benzyl ester was hydrogenolysed using the same procedure as in Example 1, step e to afford the title compound. 1H NMR (300 MHz, d6-DMSO) 11.96 (1H, br s), 9.46 (1H, br s), 8.57 (1H... The reactants are OC1=CC=C(C(=C1C=O)OC)OCCC (6-Hydroxy-2-methoxy-3-n-propoxybenzaldehyde), C([O-])([O-])=O.[K+].[K+] (potassium carbonate), [I-].[Na+] (sodium iodide), C(C)O (ethanol). Run at time 16 hour. The product is C(=O)C1=C(OCCCCC(=O)OCC)C=CC(=C1OC)OCCC (ethyl 5-(2-formyl-3-methoxy-4-n-propoxyphenoxy)pentanoate). RXN SMILES: [OH:1][C:2]1[C:7]([CH:8]=[O:9])=[C:6]([O:10][CH3:11])[C:5]([O:12][CH2:13][CH2:14][CH3:15])=[CH:4][CH:3]=1.[C:16](=[O:19])([O-])[O-:17].[K+].[K+].[I-].[Na+].[CH2:24](O)[CH3:25]>>[CH:8]([C:7]1[C:6]([O:10][CH3:11])=[C:5]([O:12][CH2:13][CH2:14][CH3:15])[CH:4]=[CH:3][C:2]=1[O:1][CH2:7][CH2:2][CH2:3][CH2:4][C:16]([O:17][CH2:24][CH3:25])=[O:19])=[O:9] |f:1.2.3,4.5|. Reported procedure: 6-Hydroxy-2-methoxy-3-n-propoxybenzaldehyde (5.25 g, 0.025 M), ethyl 5-brown pentanoate (3.96 ml, 0.025 M), anhydrous potassium carbonate (3.71 g). sodium iodide (0.15 g) and 95% ethanol (50 ml) were refluxed with stirring for 16 hr. The cooled reaction mixture was filtered and the solid washed well with ethanol. The filtrate was evaporated to dryness and the residue partitioned between ether and water. The organic layer was separated and washed with 2 N sodium hydroxide solution, water, dried (... Reactants: CC(=O)O[BH-](OC(C)=O)OC(C)=O, ClCCl, O=Cc1cccc(C(F)(F)F)c1, CC(C)(C)OC(=O)NC1CCNC1, [Na+]. The product is CC(C)(C)OC(=O)NC1CCN(Cc2cccc(C(F)(F)F)c2)C1. RXN SMILES: [C:26]([O:27][BH-:28]([O:29][C:30](=[O:31])[CH3:32])[O:33][C:34](=[O:35])[CH3:36])(=[O:37])[CH3:38].[Cl:40][CH2:41][Cl:42].[F:14][C:15]([c:16]1[cH:17][c:18]([CH:19]=[O:20])[cH:21][cH:22][cH:23]1)([F:24])[F:25].[NH:1]1[CH2:2][CH:3]([NH:6][C:7]([O:8][C:9]([CH3:10])([CH3:11])[CH3:12])=[O:13])[CH2:4][CH2:5]1.[Na+:39]>>[N:1]1([CH2:19][c:18]2[cH:17][c:16]([C:15]([F:14])([F:24])[F:25])[cH:23][cH:22][cH:21]2)[CH2:2][CH:3]([NH:6][C:7]([O:8][C:9]([CH3:10])([CH3:11])[CH3:12])=[O:13])[CH2:4][CH2:5]1. Reactants: CC(C)(C)OC(=O)CBr, O=C([O-])[O-], CC1(c2ccccc2)Cc2cc(O)c(Cl)c(Cl)c2C1=O, CN(C)C=O, [K+], [K+], O. Product: CC(C)(C)OC(=O)COc1cc2c(c(Cl)c1Cl)C(=O)C(C)(c1ccccc1)C2. RXN SMILES: [Br:27][CH2:28][C:29](=[O:30])[O:31][C:32]([CH3:33])([CH3:34])[CH3:35].[C:21](=[O:22])([O-:23])[O-:24].[CH3:1][C:2]1([c:15]2[cH:16][cH:17][cH:18][cH:19][cH:20]2)[C:3](=[O:14])[c:4]2[c:5]([Cl:13])[c:6]([Cl:12])[c:7]([OH:11])[cH:8][c:9]2[CH2:10]1.[CH3:37][N:38]([CH3:39])[CH:40]=[O:41].[K+:25].[K+:26].[OH2:36]>>[CH3:1][C:2]1([c:15]2[cH:16][cH:17][cH:18][cH:19][cH:20]2)[C:3](=[O:14])[c:4]2[c:5]([Cl:13])[c:6]([Cl:12])[c:7]([O:11][CH2:28][C:29](=[O:30])[O:31][C:32]([CH3:33])([CH3:34])[CH3:35])[cH:8][c:9]2[CH2:10]1. The reactants are CC(=O)OCC(C)n1ccc2c(C(=O)NCc3ccc(C(F)(F)F)c(F)c3)c(Cl)ccc2c1=O, O=C([O-])[O-], CO, [K+], [K+]. The product is CC(CO)n1ccc2c(C(=O)NCc3ccc(C(F)(F)F)c(F)c3)c(Cl)ccc2c1=O. RXN SMILES: [C:1](=[O:2])([CH3:3])[O:4][CH2:5][CH:6]([CH3:7])[n:8]1[c:9](=[O:34])[c:10]2[cH:11][cH:12][c:13]([Cl:33])[c:14]([C:18]([NH:19][CH2:20][c:21]3[cH:22][c:23]([F:31])[c:24]([C:27]([F:28])([F:29])[F:30])[cH:25][cH:26]3)=[O:32])[c:15]2[cH:16][cH:17]1.[C:35](=[O:36])([O-:37])[O-:38].[CH3:41][OH:42].[K+:39].[K+:40]>>[OH:4][CH2:5][CH:6]([CH3:7])[n:8]1[c:9](=[O:34])[c:10]2[cH:11][cH:12][c:13]([Cl:33])[c:14]([C:18]([NH:19][CH2:20][c:21]3[cH:22][c:23]([F:31])[c:24]([C:27]([F:28])([F:29])[F:30])[cH:25][cH:26]3)=[O:32])[c:15]2[cH:16][cH:17]1. Starting materials: N12CCCC(C(C1)=O)C2 ((±) 1-azabicyclo[3.2.1]octan-6-one), C12(C(=O)CC(CC1)C2(C)C)CS(=O)(=O)O ((+) camphorsulfonic acid). Run in C(C)O (ethanol), C(C)O (ethanol). Run at temperature 70 celsius. Yields the product C12(C(=O)CC(CC1)C2(C)C)CS(=O)(=O)O.N21CCC[C@H](C(C2)=O)C1 ((5S)-1-Azabicyclo[3.2.1]octan-6-one (+) camphorsulfonate). RXN SMILES: [N:1]12[CH2:9][CH:5]([C:6](=[O:8])[CH2:7]1)[CH2:4][CH2:3][CH2:2]2.[C:10]12([CH2:20][S:21]([OH:24])(=[O:23])=[O:22])[C:17]([CH3:19])([CH3:18])[CH:14]([CH2:15][CH2:16]1)[CH2:13][C:11]2=[O:12]>C(O)C>[C:10]12([CH2:20][S:21]([OH:24])(=[O:22])=[O:23])[C:17]([CH3:19])([CH3:18])[CH:14]([CH2:15][CH2:16]1)[CH2:13][C:11]2=[O:12].[N:1]12[CH2:9][C@@H:5]([C:6](=[O:8])[CH2:7]1)[CH2:4][CH2:3][CH2:2]2 |f:3.4|. Procedure: To a solution of (±) 1-azabicyclo[3.2.1]octan-6-one (124 g, 1 mol) in ethanol (100 ml) was added a solution of (+) camphorsulfonic acid (232 g, 1.0 mol) in 200 ml ethanol. The mixture was heated to 70° C. and slowly cooled over 2 hours to 5° C. The precipitated crystals were collected by filtration and washed with cold ethanol (3×40 ml). The crude compound was crystallized from ethanol (150 ml) giving the title compound in 57.3 g yield. M.p. 267-268° C. (decomp.). [α]D=+48° (water). Reactants: O=C1NC2=C(N1CC(=O)OC(C)(C)C)C=CC=C2 (tert-butyl (2-oxo-2,3-dihydro-1H-benzimidazol-1-yl)acetate), C(C)(C)(C)OC(CN1C(N(C2=C1C=CC=C2)C2=CC=C(C(=O)OCC)C=C2)=O)=O (ethyl 4-[3-(2-tert-butoxy-2-oxoethyl)-2-oxo-2,3-dihydro-1H-benzimidazol-1-yl]benzoate). Yields the product C(C)OC(=O)C1=CC=C(C=C1)N1C(N(C2=C1C=CC=C2)CC(=O)O)=O ({3-[4-(Ethoxycarbonyl)phenyl]-2-oxo-2,3-dihydro-1H-benzimidazol-1-yl}acetic acid). RXN SMILES: O=C1N(CC(OC(C)(C)C)=O)C2C=CC=CC=2N1.C([O:23][C:24](=[O:47])[CH2:25][N:26]1[C:30]2[CH:31]=[CH:32][CH:33]=[CH:34][C:29]=2[N:28]([C:35]2[CH:45]=[CH:44][C:38]([C:39]([O:41][CH2:42][CH3:43])=[O:40])=[CH:37][CH:36]=2)[C:27]1=[O:46])(C)(C)C>>[CH2:42]([O:41][C:39]([C:38]1[CH:37]=[CH:36][C:35]([N:28]2[C:29]3[CH:34]=[CH:33][CH:32]=[CH:31][C:30]=3[N:26]([CH2:25][C:24]([OH:47])=[O:23])[C:27]2=[O:46])=[CH:45][CH:44]=1)=[O:40])[CH3:43]. Procedure details: Essentially following the procedures described for Intermediate 4, but using ethyl 4-[3-(2-tert-butoxy-2-oxoethyl)-2-oxo-2,3-dihydro-1H-benzimidazol-1-yl]benzoate in place of tert-butyl (2-oxo-3-pyridin-2-yl-2,3-dihydro-1H-benzimidazol-1-yl)acetate, the title compound was prepared. MS: m/z=341 (M+1). Reactants: CC(C)(C)OC(N)=O, C=Cc1ccc(OCc2ccccc2)cc1, CCCO, [Na+], [Na+], [Na+], [OH-], O, O=S([O-])[O-]. Product: CC(C)(C)OC(=O)NC(CO)c1ccc(OCc2ccccc2)cc1. RXN SMILES: [C:1]([NH2:2])([O:3][C:4]([CH3:5])([CH3:6])[CH3:7])=[O:8].[CH2:11]([c:12]1[cH:13][cH:14][cH:15][cH:16][cH:17]1)[O:18][c:19]1[cH:20][cH:21][c:22]([CH:25]=[CH2:26])[cH:23][cH:24]1.[CH2:33]([OH:34])[CH2:35][CH3:36].[Na+:10].[Na+:31].[Na+:32].[OH-:9].[OH2:37].[S:27](=[O:28])([O-:29])[O-:30]>>[C:1]([NH:2][CH:25]([c:22]1[cH:21][cH:20][c:19]([O:18][CH2:11][c:12]2[cH:13][cH:14][cH:15][cH:16][cH:17]2)[cH:24][cH:23]1)[CH2:26][OH:28])([O:3][C:4]([CH3:5])([CH3:6])[CH3:7])=[O:8].